This data is from the Open Reaction Database (ORD), a public repository of structured organic reaction records. The task is: describe an organic reaction: reactants, conditions, products, and yield The reactants are COC(=O)N1Cc2cc(Br)ccc2CC1C, ClCCl, CO, C[Si](C)(C)I. Yields the product CC1Cc2ccc(Br)cc2CN1. Reaction SMILES: [Br:6][c:7]1[cH:8][cH:9][c:10]2[c:15]([cH:16]1)[CH2:14][N:13]([C:17]([O:18][CH3:19])=[O:20])[CH:12]([CH3:21])[CH2:11]2.[CH2:24]([Cl:25])[Cl:26].[CH3:22][OH:23].[I:1][Si:2]([CH3:3])([CH3:4])[CH3:5]>>[Br:6][c:7]1[cH:8][cH:9][c:10]2[c:15]([cH:16]1)[CH2:14][NH:13][CH:12]([CH3:21])[CH2:11]2. Starting materials: three, C1=C(C=CC2=CC(=CC=C12)C(=O)OC)C(=O)OC (dimethyl 2,6-naphthalenedicarboxylate), C(=O)N (formamide), CN(C=O)C (N,N-dimethylformamide), C[O-].[Na+] (sodium methoxide). Run in CO (methanol), CO (methanol). Run at temperature 100 celsius, time 1 hour. Yields the product C1=C(C=CC2=CC(=CC=C12)C(=O)N)C(=O)N (2,6-Naphthalenedicarboxamide), pure product. The yield is 98.0%. RXN SMILES: [CH:1]1[C:10]2[C:5](=[CH:6][C:7](C(OC)=O)=[CH:8][CH:9]=2)[CH:4]=[CH:3][C:2]=1[C:15]([O:17]C)=O.[CH:19]([NH2:21])=[O:20].C[N:23](C)C=O.C[O-].[Na+]>CO>[CH:1]1[C:10]2[C:5](=[CH:6][C:7]([C:19]([NH2:21])=[O:20])=[CH:8][CH:9]=2)[CH:4]=[CH:3][C:2]=1[C:15]([NH2:23])=[O:17] |f:3.4|. Procedure details: 2,6-Naphthalenedicarboxamide (CAS #46711-49-3) was prepared as follows. To a two liter three neck round-bottom flask fitted with a mechanical stirrer, addition funnel and condenser/Dean Stark apparatus, with a nitrogen inlet was charged 85.4 grams (0.35 mol) dimethyl 2,6-naphthalenedicarboxylate, 105.3 grams (2.34 mol) formamide, and 200 mls of anhydrous N,N-dimethylformamide. The flask contents were heated to 100 degrees C. under a nitrogen atmosphere and held for one hour. One hundred ml of a ... The reactants are CC=1C=C(C=CC1C1C2=C(NCCS1)N(N=C2C2=NC=CC=C2)C)O (3-methyl-4-[1-methyl-3-(2-pyridyl)-4,6,7,8-tetrahydropyrazolo[3,4-e][1,4]thiazepin-4-yl]phenol), N1=CC(=CC=C1)CO (3-pyridinemethanol), C1(=CC=CC=C1)P(C1=CC=CC=C1)C1=CC=CC=C1 (triphenylphosphine), N(=NC(=O)OC(C)C)C(=O)OC(C)C (diisopropyl azodicarboxylate). Solvent: C1CCOC1 (THF). Reaction conditions: temperature 0 celsius, time 16 hour. Product: CN1N=C(C2=C1NCCSC2C2=C(C=C(C=C2)OCC=2C=NC=CC2)C)C2=NC=CC=C2 (1-methyl-4-[2-methyl-4-(3-pyridylmethoxy)phenyl]-3-(2-pyridyl)-4,6,7,8-tetrahydropyrazolo[3,4-e][1,4]thiazepine). The yield is 15.0%. RXN SMILES: [CH3:1][C:2]1[CH:3]=[C:4]([OH:25])[CH:5]=[CH:6][C:7]=1[CH:8]1[S:14][CH2:13][CH2:12][NH:11][C:10]2[N:15]([CH3:24])[N:16]=[C:17]([C:18]3[CH:23]=[CH:22][CH:21]=[CH:20][N:19]=3)[C:9]1=2.[N:26]1[CH:31]=[CH:30][CH:29]=[C:28]([CH2:32]O)[CH:27]=1.C1(P(C2C=CC=CC=2)C2C=CC=CC=2)C=CC=CC=1.N(C(OC(C)C)=O)=NC(OC(C)C)=O>C1COCC1>[CH3:24][N:15]1[C:10]2[NH:11][CH2:12][CH2:13][S:14][CH:8]([C:7]3[CH:6]=[CH:5][C:4]([O:25][CH2:32][C:28]4[CH:27]=[N:26][CH:31]=[CH:30][CH:29]=4)=[CH:3][C:2]=3[CH3:1])[C:9]=2[C:17]([C:18]2[CH:23]=[CH:22][CH:21]=[CH:20][N:19]=2)=[N:16]1. Procedure: To a degassed solution of 3-methyl-4-[1-methyl-3-(2-pyridyl)-4,6,7,8-tetrahydropyrazolo[3,4-e][1,4]thiazepin-4-yl]phenol (0.071 g, 0.2 mmol, Ex. #D.42) in anhydrous THF (10 mL) was added 3-pyridinemethanol (0.033 g, 0.3 mmol) and triphenylphosphine (0.131 g, 0.5 mmol), at rt. After 30 min the mixture was cooled to about 0° C. and diisopropyl azodicarboxylate (0.1 mL, 0.5 mmol) was added dropwise. The resulting mixture was stirred for about 16 h at rt, and then concentrated in vacuo. The residue ... Reactants: CC#CCOC(=O)C(c1ccc(OCC)cc1)C(C)C, ClC(Cl)Cl, O=S(Cl)Cl. Product: CC#CCOC(=O)C(c1ccc(OCC)c(Cl)c1)C(C)C. RXN SMILES: [CH2:1]([CH3:2])[O:3][c:4]1[cH:5][cH:6][c:7]([CH:10]([C:11](=[O:12])[O:13][CH2:14][C:15]#[C:16][CH3:17])[CH:18]([CH3:19])[CH3:20])[cH:8][cH:9]1.[CH:25]([Cl:26])([Cl:27])[Cl:28].[S:21]([Cl:22])([Cl:23])=[O:24]>>[CH2:1]([CH3:2])[O:3][c:4]1[c:5]([Cl:23])[cH:6][c:7]([CH:10]([C:11](=[O:12])[O:13][CH2:14][C:15]#[C:16][CH3:17])[CH:18]([CH3:19])[CH3:20])[cH:8][cH:9]1. Reactants: ClCCCOc1ccc(-c2nc3cc(Br)cnc3[nH]2)cc1, C1COCCN1, ClCCl, CO, [I-], [Li+], N, CN(C)C=O. Product: Brc1cnc2[nH]c(-c3ccc(OCCCN4CCOCC4)cc3)nc2c1. Reaction SMILES: [Br:1][c:2]1[cH:3][c:4]2[c:5]([n:6][cH:7]1)[nH:8][c:9](-[c:11]1[cH:12][cH:13][c:14]([O:17][CH2:18][CH2:19][CH2:20][Cl:21])[cH:15][cH:16]1)[n:10]2.[CH2:24]1[CH2:25][O:26][CH2:27][CH2:28][NH:29]1.[CH2:38]([Cl:39])[Cl:40].[CH3:36][OH:37].[I-:22].[Li+:23].[NH3:35].[O:30]=[CH:31][N:32]([CH3:33])[CH3:34]>>[Br:1][c:2]1[cH:3][c:4]2[c:5]([n:6][cH:7]1)[nH:8][c:9](-[c:11]1[cH:12][cH:13][c:14]([O:17][CH2:18][CH2:19][CH2:20][N:29]3[CH2:24][CH2:25][O:26][CH2:27][CH2:28]3)[cH:15][cH:16]1)[n:10]2.